From a dataset of the Open Reaction Database (ORD), a public repository of structured organic reaction records. describe an organic reaction: reactants, conditions, products, and yield The reactants are CC(C)(C)OC(=O)CBr, O=C([O-])[O-], [Cs+], [Cs+], O=C(Cc1ccc(O)cc1OCC(F)(F)F)N1CCC(N2C(=O)OCc3ccccc32)CC1, CN(C)C=O. The product is CC(C)(C)OC(=O)COc1ccc(CC(=O)N2CCC(N3C(=O)OCc4ccccc43)CC2)c(OCC(F)(F)F)c1. RXN SMILES: [Br:34][CH2:35][C:36](=[O:37])[O:38][C:39]([CH3:40])([CH3:41])[CH3:42].[C:43](=[O:44])([O-:45])[O-:46].[Cs+:47].[Cs+:48].[F:1][C:2]([CH2:3][O:4][c:5]1[c:6]([CH2:12][C:13](=[O:14])[N:15]2[CH2:16][CH2:17][CH:18]([N:21]3[C:22](=[O:31])[O:23][CH2:24][c:25]4[c:26]3[cH:27][cH:28][cH:29][cH:30]4)[CH2:19][CH2:20]2)[cH:7][cH:8][c:9]([OH:11])[cH:10]1)([F:32])[F:33].[O:49]=[CH:50][N:51]([CH3:52])[CH3:53]>>[F:1][C:2]([CH2:3][O:4][c:5]1[c:6]([CH2:12][C:13](=[O:14])[N:15]2[CH2:16][CH2:17][CH:18]([N:21]3[C:22](=[O:31])[O:23][CH2:24][c:25]4[c:26]3[cH:27][cH:28][cH:29][cH:30]4)[CH2:19][CH2:20]2)[cH:7][cH:8][c:9]([O:11][CH2:35][C:36](=[O:37])[O:38][C:39]([CH3:40])([CH3:41])[CH3:42])[cH:10]1)([F:32])[F:33]. Reactants: ClCCCCCCOC=1C(=CC=C2C(=CC(NC12)=O)NC1=C(C=NC=C1Cl)Cl)OC (8-(6-chlorohexyloxy)-4-(3,5-dichloropyridin-4-ylamino)-7-methoxyquinolin-2(1H)-one), ClC=1C=NC=C(C1NC1=CC(NC2=C(C(=CC=C12)OC)O)=O)Cl (4-(3,5-dichloropyridin-4-ylamino)-8-hydroxy-7-methoxyquinolin-2(1H)-one), ClC=1C=NC=C(C1NC1=CC(NC2=C(C(=CC=C12)OC)O)=O)Cl (4-(3,5-dichloropyridin-4-ylamino)-8-hydroxy-7-methoxyquinolin-2(1H)-one), BrCCCCCCBr (1,6-dibromohexane). Yields the product BrCCCCCCOC=1C(=CC=C2C(=CC(NC12)=O)NC1=C(C=NC=C1Cl)Cl)OC (8-(6-Bromohexyloxy)-4-(3,5-dichloropyridin-4-ylamino)-7-methoxyquinolin-2(1H)-one). Reaction SMILES: [Cl:1][C:2]1[CH:3]=[N:4][CH:5]=[C:6]([Cl:23])[C:7]=1[NH:8][C:9]1[C:18]2[C:13](=[C:14]([OH:21])[C:15]([O:19][CH3:20])=[CH:16][CH:17]=2)[NH:12][C:11](=[O:22])[CH:10]=1.[Br:24][CH2:25][CH2:26][CH2:27][CH2:28][CH2:29][CH2:30]Br.ClCCCCCCOC1C(OC)=CC=C2C=1NC(=O)C=C2NC1C(Cl)=CN=CC=1Cl>>[Br:24][CH2:25][CH2:26][CH2:27][CH2:28][CH2:29][CH2:30][O:21][C:14]1[C:15]([O:19][CH3:20])=[CH:16][CH:17]=[C:18]2[C:13]=1[NH:12][C:11](=[O:22])[CH:10]=[C:9]2[NH:8][C:7]1[C:6]([Cl:23])=[CH:5][N:4]=[CH:3][C:2]=1[Cl:1]. Procedure: 8-(6-Bromohexyloxy)-4-(3,5-dichloropyridin-4-ylamino)-7-methoxyquinolin-2(1H)-one was prepared from 4-(3,5-dichloropyridin-4-ylamino)-8-hydroxy-7-methoxyquinolin-2(1H)-one (Intermediate 3) and 1,6-dibromohexane following the procedure outlined for Intermediate 4 (modifications: 1.3 equiv NaH and 2.5 equiv of dibromide used; reaction run at room temperature). MS (ESI): 514.0. Starting materials: NC1=NC=CC(=N1)C(C)=O (1-(2-aminopyrimidin-4-yl)ethanone), NC1=NC=CC(=N1)C(C)=O (1-(2-aminopyrimidin-4-yl)ethanone), chloro[(1R,2R)—N-(p-toluenesulfonyl)-1,2-diphenyl-1,2-ethanediamine] (p-cymene)ruthenium (II). The solvent is ClCCl (dichloromethane). Reaction conditions: time 1 hour. Product: NC1=NC=CC(=N1)[C@@H](C)O ((R)-1-(2-aminopyrimidin-4-yl)ethanol). Isolated yield 48.1%. RXN SMILES: [NH2:1][C:2]1[N:7]=[C:6]([C:8](=[O:10])[CH3:9])[CH:5]=[CH:4][N:3]=1>ClCCl>[NH2:1][C:2]1[N:7]=[C:6]([C@H:8]([OH:10])[CH3:9])[CH:5]=[CH:4][N:3]=1. Procedure details: To a solution of 1-(2-aminopyrimidin-4-yl)ethanone (Compound 3a) (59.8 g) in N,N-dimethylformide (600 mL) at room temperature was added chloro[(1R,2R)—N-(p-toluenesulfonyl)-1,2-diphenyl-1,2-ethanediamine] (p-cymene)ruthenium (II) (3.35 g). The resulting dark orange solution was then purged with argon and formic acid—triethylamine complex (5:2) (189 g) was added. The reaction was stirred under an atmosphere of argon at room temperature for 1 h then evaporated to dryness under reduced pressure to ... The reactants are N (ammonia), [Cl-].[NH4+] (ammonium chloride), N (ammonia), solution, C[Si](C)(C)C=[N+]=[N-] (trimethylsilyldiazomethane), [Na] (sodium), C(C=C)[C@]1(N([C@@H]([C@@H](OC1=O)C1=CC=CC=C1)C1=CC=CC=C1)C(=O)OC(C)(C)C)C1CCN(CC1)C(=O)OCC[Si](C)(C)C (tert-butyl (3S,5R,6S)-3-allyl-2-oxo-5,6-diphenyl-3-[1-(2-trimethylsilanylethoxycarbonyl)piperidin-4-yl]morpholine-4-carboxylate). Solvent: CCCCCC (hexane), C(C)(=O)O (acetic acid), CO (methanol), C1CCOC1 (THF), C(C)O (ethanol). Reaction conditions: temperature 0 celsius, time 20 minute. Yields the product C(C)(C)(C)OC(=O)N[C@](CC=C)(C(=O)OC)C1CCN(CC1)C(=O)OCC[Si](C)(C)C (2-Trimethylsilanylethyl 4-((S)-1-tert-butoxycarbonylamino-1-methoxycarbonyl-but-3-enyl)piperidine-1-carboxylate). As a reaction SMILES: N.[Na].[CH2:3]([C@:6]1([CH:32]2[CH2:37][CH2:36][N:35]([C:38]([O:40][CH2:41][CH2:42][Si:43]([CH3:46])([CH3:45])[CH3:44])=[O:39])[CH2:34][CH2:33]2)[C:11](=[O:12])[O:10][C@@H:9](C2C=CC=CC=2)[C@@H](C2C=CC=CC=2)[N:7]1[C:25]([O:27][C:28]([CH3:31])([CH3:30])[CH3:29])=[O:26])[CH:4]=[CH2:5].[Cl-].[NH4+].C[Si](C=[N+]=[N-])(C)C>C1COCC1.CO.CCCCCC.C(O)(=O)C.C(O)C>[C:28]([O:27][C:25]([NH:7][C@@:6]([CH:32]1[CH2:37][CH2:36][N:35]([C:38]([O:40][CH2:41][CH2:42][Si:43]([CH3:46])([CH3:45])[CH3:44])=[O:39])[CH2:34][CH2:33]1)([C:11]([O:10][CH3:9])=[O:12])[CH2:3][CH:4]=[CH2:5])=[O:26])([CH3:29])([CH3:30])[CH3:31] |f:3.4,^1:1|. Reported procedure: 50 ml of ammonia were condensed at −78° C. 340 mg of sodium were added in 2 portions at an interval of 10 min in each case and the mixture was stirred for 20 min. At −60° C., a solution of 916 mg of tert-butyl (3S,5R,6S)-3-allyl-2-oxo-5,6-diphenyl-3-[1-(2-trimethylsilanylethoxycarbonyl)piperidin-4-yl]morpholine-4-carboxylate and 866 μl of ethanol in 50 ml of THF was added dropwise. The mixture was stirred at −45° C. for 1.5 h, and the reaction was stopped by adding solid ammonium chloride until ...